Dataset: the Open Reaction Database (ORD), a public repository of structured organic reaction records. Task: describe an organic reaction: reactants, conditions, products, and yield Reactants: ClC1=CC(=CC=C1)C(=O)OO (m-chloroperbenzoic acid), ClC(CN1C=NC=C1)C1=CC=C(C=C1)SC (1-[β-chloro-4-methylthiophenethyl]imidazole). Run in C(Cl)(Cl)Cl (chloroform), C(Cl)(Cl)Cl (chloroform). Reaction conditions: time 6 hour. The product is ClC(CN1C=NC=C1)C1=CC=C(C=C1)S(=O)C (1-[β-chloro-4-methylsulfinylphenethyl]imidazole). As a reaction SMILES: ClC1C=CC=C(C(OO)=[O:9])C=1.[Cl:12][CH:13]([C:20]1[CH:25]=[CH:24][C:23]([S:26][CH3:27])=[CH:22][CH:21]=1)[CH2:14][N:15]1[CH:19]=[CH:18][N:17]=[CH:16]1>C(Cl)(Cl)Cl>[Cl:12][CH:13]([C:20]1[CH:25]=[CH:24][C:23]([S:26]([CH3:27])=[O:9])=[CH:22][CH:21]=1)[CH2:14][N:15]1[CH:19]=[CH:18][N:17]=[CH:16]1. Procedure details: A solution of 85% m-chloroperbenzoic acid in chloroform (2 g/100 ml.) is added dropwise, over a period of one hour, to a stirred solution of 2.53 g. of 1-[β-chloro-4-methylthiophenethyl]imidazole in 150 ml. of chloroform at 0° C. After 6 hours, the resultant solution is washed with aqueous potassium carbonate and with water. The organic phase is separated and dried over magnesium sulfate. Evaporation of the solvent yields 1-[β-chloro-4-methylsulfinylphenethyl]imidazole. Starting materials: CO, Nc1ccccc1N, O=C1CNC(=O)C1. Product: Nc1ccccc1NC1=CC(=O)NC1. RXN SMILES: [CH3:16][OH:17].[NH2:8][c:9]1[cH:10][cH:11][cH:12][cH:13][c:14]1[NH2:15].[NH:1]1[C:2](=[O:7])[CH2:3][C:4](=[O:6])[CH2:5]1>>[NH:1]1[C:2](=[O:7])[CH:3]=[C:4]([NH:15][c:14]2[c:9]([NH2:8])[cH:10][cH:11][cH:12][cH:13]2)[CH2:5]1. Reactants: CN1C(N(C(C=2C1=CN(C2C2=CC=CC=C2)CC(CO)NC(OCC2=CC=CC=C2)=O)=O)C)=O (benzyl (1-(1,3-dimethyl-2,4-dioxo-5-phenyl-3,4-dihydro-1H-pyrrolo[3,4-d]pyrimidin-6(2H)-yl)-3-hydroxypropan-2-yl)carbamate), CN1C(N(C(C=2C1=CN(C2C2=CC=CC=C2)CC2NC(OC2)=O)=O)C)=O (1,3-dimethyl-6-((2-oxooxazolidin-4-yl)methyl)-5-phenyl-1H-pyrrolo[3,4-d]pyrimidine-2,4(3H,6H)-dione). The reagents and catalysts are [Pd] (palladium on carbon). Solvent: C(C)O (ethanol). Run at time 18 hour. Product: NC(CN1C=C2N(C(N(C(C2=C1C1=CC=CC=C1)=O)C)=O)C)CO (6-(2-Amino-3-hydroxypropyl)-1,3-dimethyl-5-phenyl-1H-pyrrolo[3,4-d]pyrimidine-2,4(3H,6H)-dione). Reaction SMILES: [CH3:1][N:2]1[C:7]2=[CH:8][N:9]([CH2:17][CH:18]([NH:21]C(=O)OCC3C=CC=CC=3)[CH2:19][OH:20])[C:10]([C:11]3[CH:16]=[CH:15][CH:14]=[CH:13][CH:12]=3)=[C:6]2[C:5](=[O:32])[N:4]([CH3:33])[C:3]1=[O:34].CN1C2=CN(CC3COC(=O)N3)C(C3C=CC=CC=3)=C2C(=O)N(C)C1=O>[Pd].C(O)C>[NH2:21][CH:18]([CH2:19][OH:20])[CH2:17][N:9]1[C:10]([C:11]2[CH:16]=[CH:15][CH:14]=[CH:13][CH:12]=2)=[C:6]2[C:7]([N:2]([CH3:1])[C:3](=[O:34])[N:4]([CH3:33])[C:5]2=[O:32])=[CH:8]1. Procedure details: A mixture of benzyl (1-(1,3-dimethyl-2,4-dioxo-5-phenyl-3,4-dihydro-1H-pyrrolo[3,4-d]pyrimidin-6(2H)-yl)-3-hydroxypropan-2-yl)carbamate and 1,3-dimethyl-6-((2-oxooxazolidin-4-yl)methyl)-5-phenyl-1H-pyrrolo[3,4-d]pyrimidine-2,4(3H,6H)-dione (1.67 g) and 10% palladium on carbon (200 mg, 3.61 mmol) were suspended in ethanol (50 ml) and stirred under an atmosphere of hydrogen for 18 hours. The mixture was passed through pre-packed Celite® cartridge (10 g, filter material) and the residue washed with... Starting materials: ClCCN(CCCl)C1=CC=C(OCC(=O)OC)C=C1 (methyl 4-[N,N-bis(2-chloroethyl)amino]phenoxyacetate). The solvent is Cl (hydrochloric acid). Conditions: temperature 50 celsius. Yields the product ClCCN(CCCl)C1=CC=C(OCC(=O)O)C=C1 (4-[N,N-Bis(2-chloroethyl)amino]phenoxyacetic acid), crystals. The yield is 65.0%. As a reaction SMILES: [Cl:1][CH2:2][CH2:3][N:4]([C:8]1[CH:19]=[CH:18][C:11]([O:12][CH2:13][C:14]([O:16]C)=[O:15])=[CH:10][CH:9]=1)[CH2:5][CH2:6][Cl:7]>Cl>[Cl:1][CH2:2][CH2:3][N:4]([C:8]1[CH:19]=[CH:18][C:11]([O:12][CH2:13][C:14]([OH:16])=[O:15])=[CH:10][CH:9]=1)[CH2:5][CH2:6][Cl:7]. Reported procedure: A suspension of 1.99 g (6.50 mmol) of methyl 4-[N,N-bis(2-chloroethyl)amino]phenoxyacetate in 60 ml of concentrated hydrochloric acid was heated at 50° C. for 30 minutes. The suspension was washed with methylene chloride, neutralized with sodium hydrogencarbonate, and then extracted with methylene chloride. The extract was washed with a saturated aqueous solution of sodium chloride, dried over magnesium sulfate and then concentrated, whereby 1.23 g of the title compound were obtained as colorles... Reactants: CCOC(=O)c1c(O)c2c(OC)cccc2n(C)c1=O, CCNc1ccccc1, CCO, Cc1ccccc1. Yields the product CCN(C(=O)c1c(O)c2c(OC)cccc2n(C)c1=O)c1ccccc1. As a reaction SMILES: [CH2:10]([O:12][C:13](=[O:11])[c:15]1[c:16](=[O:29])[n:17]([CH3:28])[c:18]2[cH:19][cH:20][cH:21][c:22]([O:26][CH3:27])[c:23]2[c:24]1[OH:25])[CH3:14].[CH2:1]([CH3:2])[NH:3][c:4]1[cH:5][cH:6][cH:7][cH:8][cH:9]1.[CH3:30][CH2:31][OH:32].[CH3:33][c:34]1[cH:35][cH:36][cH:37][cH:38][cH:39]1>>[CH2:1]([CH3:2])[N:3]([c:4]1[cH:5][cH:6][cH:7][cH:8][cH:9]1)[C:13](=[O:12])[c:15]1[c:16](=[O:29])[n:17]([CH3:28])[c:18]2[cH:19][cH:20][cH:21][c:22]([O:26][CH3:27])[c:23]2[c:24]1[OH:25]. Reactants: CC=1NC2=CC=C(C=C2C1)N (2-methyl-1H-indol-5-ylamine), ClC1=C2C(=NC=C1)C=C(S2)C#N (7-chloro-thieno[3,2-b]pyridine-2-carbonitrile). Product: CC=1NC2=CC=C(C=C2C1)NC1=C2C(=NC=C1)C=C(S2)C#N (7-(2-Methyl-1H-indol-5-ylamino)-thieno[3,2-b]pyridine-2-carbonitrile). RXN SMILES: [CH3:1][C:2]1[NH:3][C:4]2[C:9]([CH:10]=1)=[CH:8][C:7]([NH2:11])=[CH:6][CH:5]=2.Cl[C:13]1[CH:18]=[CH:17][N:16]=[C:15]2[CH:19]=[C:20]([C:22]#[N:23])[S:21][C:14]=12>>[CH3:1][C:2]1[NH:3][C:4]2[C:9]([CH:10]=1)=[CH:8][C:7]([NH:11][C:13]1[CH:18]=[CH:17][N:16]=[C:15]3[CH:19]=[C:20]([C:22]#[N:23])[S:21][C:14]=13)=[CH:6][CH:5]=2. Reported procedure: The title compound was prepared from 2-methyl-1H-indol-5-ylamine and 7-chloro-thieno[3,2-b]pyridine-2-carbonitrile by a procedure analogous to Example 1C. MS: 305 (MH+), HPLC Rf: 4.86 min.; HPLC purity: 85%.